This data is from the Open Reaction Database (ORD), a public repository of structured organic reaction records. The task is: describe an organic reaction: reactants, conditions, products, and yield The reactants are C([O-])([O-])=O.[Li+].[Li+] (lithium carbonate), C1(CC1)[C@]1([C@@H](NCC1)C(C)C)O ((2S,3R)-3-cyclopropyl-2-isopropylpyrrolidin-3-ol), ClC1=C(C#N)C=CC(=C1)F (2-chloro-4-fluorobenzonitrile). Product: ClC1=C(C#N)C=CC(=C1)N1[C@H]([C@@](CC1)(C)O)CC (2-chloro-4-[(2S,3S)-2-ethyl-3-hydroxy-3-methylpyrrolidin-1-yl]benzonitrile), solid. Yield: 75.0%. RXN SMILES: [CH:1]1([C@:4]2([OH:12])[CH2:8][CH2:7][NH:6][C@H:5]2[CH:9]([CH3:11])C)CC1.[Cl:13][C:14]1[CH:21]=[C:20](F)[CH:19]=[CH:18][C:15]=1[C:16]#[N:17].C(=O)([O-])[O-].[Li+].[Li+]>>[Cl:13][C:14]1[CH:21]=[C:20]([N:6]2[CH2:7][CH2:8][C@@:4]([OH:12])([CH3:1])[C@@H:5]2[CH2:9][CH3:11])[CH:19]=[CH:18][C:15]=1[C:16]#[N:17] |f:2.3.4|. Procedure details: By an operation in the same manner as in Example 1 and using (2S,3S)-2-ethyl-3-methylpyrrolidin-3-ol 0.5 oxalate (195 mg), 2-chloro-4-fluorobenzonitrile (320 mg) and lithium carbonate (200 mg), the title compound was obtained as a colorless solid (yield: 221.4 mg, yield: 75%). The reactants are Cc1cccc(Br)n1, O=C([O-])[O-], COc1ncc(B(O)O)c(OC)n1, [Na+], [Na+], CC(=O)[O-], CC(=O)[O-], [Pd+2], c1ccc(P(c2ccccc2)c2ccccc2)cc1. Yields the product COc1ncc(-c2cccc(C)n2)c(OC)n1. As a reaction SMILES: [Br:14][c:15]1[n:16][c:17]([CH3:21])[cH:18][cH:19][cH:20]1.[C:22](=[O:23])([O-:24])[O-:25].[CH3:1][O:2][c:3]1[n:4][cH:5][c:6]([B:11]([OH:12])[OH:13])[c:7]([O:9][CH3:10])[n:8]1.[Na+:26].[Na+:27].[O-:48][C:49]([CH3:50])=[O:51].[O-:52][C:53]([CH3:54])=[O:55].[Pd+2:47].[c:28]1([P:29]([c:30]2[cH:31][cH:32][cH:33][cH:34][cH:35]2)[c:36]2[cH:37][cH:38][cH:39][cH:40][cH:41]2)[cH:42][cH:43][cH:44][cH:45][cH:46]1>>[CH3:1][O:2][c:3]1[n:4][cH:5][c:6](-[c:15]2[n:16][c:17]([CH3:21])[cH:18][cH:19][cH:20]2)[c:7]([O:9][CH3:10])[n:8]1. Reactants: C(C1=CC=CC=C1)OC1=CC(N(C=C1)CC(=O)C1=CC=C(C=C1)CBr)=O (4-Benzyloxy-1-[2-(4-bromomethyl-phenyl)-2-oxo-ethyl]-1H-pyridin-2-one), C(C1=CC=CC=C1)OC1=CC(N(C=N1)CC(=O)C1=CC=C(C=C1)CO)=O (6-Benzyloxy-3-[2-(4-hydroxymethyl-phenyl)-2-oxo-ethyl]-3H-pyrimidin-4-one), P(Br)(Br)Br (phosphorus tribromide). Product: C(C1=CC=CC=C1)OC1=CC(N(C=N1)CC(=O)C1=CC=C(C=C1)CBr)=O (6-Benzyloxy-3-[2-(4-bromomethyl-phenyl)-2-oxo-ethyl]-3H-pyrimidin-4-one). RXN SMILES: [CH2:1]([O:8][C:9]1C=[CH:13][N:12]([CH2:15][C:16]([C:18]2[CH:23]=[CH:22][C:21]([CH2:24][Br:25])=[CH:20][CH:19]=2)=[O:17])[C:11](=[O:26])[CH:10]=1)[C:2]1[CH:7]=[CH:6][CH:5]=[CH:4][CH:3]=1.C(OC1N=C[N:38](CC(C2C=CC(CO)=CC=2)=O)C(=O)C=1)C1C=CC=CC=1.P(Br)(Br)Br>>[CH2:1]([O:8][C:9]1[N:38]=[CH:13][N:12]([CH2:15][C:16]([C:18]2[CH:23]=[CH:22][C:21]([CH2:24][Br:25])=[CH:20][CH:19]=2)=[O:17])[C:11](=[O:26])[CH:10]=1)[C:2]1[CH:7]=[CH:6][CH:5]=[CH:4][CH:3]=1. Procedure details: 6-Benzyloxy-3-[2-(4-bromomethyl-phenyl)-2-oxo-ethyl]-3H-pyrimidin-4-one is prepared following preparation 15c from 2.50 g (7.14 mmol) 6-benzyloxy-3-[2-(4-hydroxymethyl-phenyl)-2-oxo-ethyl]-3H-pyrimidin-4-one (preparation 20a) and 0.67 mL (7.14 mmol) phosphorus tribromide. Reactants: C(C)(=O)O[C@H]1CCCC2=CC=C3[C@@H]4CC[C@H]([C@@H](CCCC(C)C)C)[C@]4(CC[C@@H]3[C@@]12C)C (1α-acetoxy-5,7-cholestadiene). Run in [OH-].[K+] (potassium hydroxide). Run at time 8 hour. Product: O[C@H]1CCCC2=CC=C3[C@@H]4CC[C@H]([C@@H](CCCC(C)C)C)[C@]4(CC[C@@H]3[C@@]12C)C (1α-hydroxy-5,7-cholestadiene). As a reaction SMILES: C([O:4][C@@H:5]1[C@@:29]2([CH3:30])[C:9](=[CH:10][CH:11]=[C:12]3[C@@H:28]2[CH2:27][CH2:26][C@@:25]2([CH3:31])[C@H:13]3[CH2:14][CH2:15][C@@H:16]2[C@H:17]([CH3:24])[CH2:18][CH2:19][CH2:20][CH:21]([CH3:23])[CH3:22])[CH2:8][CH2:7][CH2:6]1)(=O)C>[OH-].[K+]>[OH:4][C@@H:5]1[C@@:29]2([CH3:30])[C:9](=[CH:10][CH:11]=[C:12]3[C@@H:28]2[CH2:27][CH2:26][C@@:25]2([CH3:31])[C@H:13]3[CH2:14][CH2:15][C@@H:16]2[C@H:17]([CH3:24])[CH2:18][CH2:19][CH2:20][CH:21]([CH3:22])[CH3:23])[CH2:8][CH2:7][CH2:6]1 |f:1.2|. Procedure details: A solution of 1α-acetoxy-5,7-cholestadiene (11, R is acetyl, 8.3 mg) and 5% methanolic potassium hydroxide (10 ml) was allowed to stand at room temperature under an atmosphere of nitrogen overnight. Work-up of the reaction mixture in the usual way gave 1α-hydroxy-5,7-cholestadiene. The reactants are O (water), C(C)(C)(C)OC(=O)N1CCC(CC1)OS(=O)(=O)C (4-Methanesulfonyloxy-piperidine-1-carboxylic acid tert-butyl ester), ClC=1C=C(C=CC1Cl)S (3,4-dichlorothiophenol), C([O-])([O-])=O.[K+].[K+] (potassium carbonate). The solvent is C(C)#N (acetonitrile). Product: C(C)(C)(C)OC(=O)N1CCC(CC1)SC1=CC(=C(C=C1)Cl)Cl (4-(3,4-dichloro-phenylsulfanyl)-piperidine-1-carboxylic acid tert-butyl ester). As a reaction SMILES: [C:1]([O:5][C:6]([N:8]1[CH2:13][CH2:12][CH:11](OS(C)(=O)=O)[CH2:10][CH2:9]1)=[O:7])([CH3:4])([CH3:3])[CH3:2].[Cl:19][C:20]1[CH:21]=[C:22]([SH:27])[CH:23]=[CH:24][C:25]=1[Cl:26].C(=O)([O-])[O-].[K+].[K+].O>C(#N)C>[C:1]([O:5][C:6]([N:8]1[CH2:9][CH2:10][CH:11]([S:27][C:22]2[CH:23]=[CH:24][C:25]([Cl:26])=[C:20]([Cl:19])[CH:21]=2)[CH2:12][CH2:13]1)=[O:7])([CH3:2])([CH3:3])[CH3:4] |f:2.3.4|. Procedure: 4-Methanesulfonyloxy-piperidine-1-carboxylic acid tert-butyl ester (11.18 g) and 3,4-dichlorothiophenol (6.15 ml) were stirred together in acetonitrile (200 ml) and potassium carbonate (8.86 g) was added. The mixture was heated at reflux for 18 hours after which water was added and the resulting mixture extracted with dichloromethane. The organic extracts were combined, washed with water, dried (MgSO4) and evaporated to give the sub-title compound (14.58 g).